This data is from the Open Reaction Database (ORD), a public repository of structured organic reaction records. The task is: describe an organic reaction: reactants, conditions, products, and yield The reactants are solid, CC(=O)CC(=O)C.CC(=O)CC(=O)C.CC(=O)CC(=O)C.[Co] (cobalt-(III)acetyl acetonate), C1=CC=CC2=CC3=CC=CC=C3C=C12.[Mg] (magnesium anthracene), C1=CC=CC2=CC3=CC=CC=C3C=C12 (anthracene), CI (methyliodide), [Mg] (magnesium), C1=CC=CC1 (cyclopentadiene). The solvent is C1CCOC1 (THF). Run at temperature 20 celsius. Yields the product [CH-]1C=CC=C1.[CH-]1C=CC=C1.[Co+2] (cobaltocene), crystals. RXN SMILES: C1[C:14]2[C:5](=C[C:7]3[C:12]([CH:13]=2)=CC=CC=3)C=CC=1.CI.[Mg].C1[C:31]2[C:22](=C[C:24]3[C:29]([CH:30]=2)=CC=CC=3)C=CC=1.[Mg].C1CC=CC=1.CC(CC(C)=O)=O.CC(CC(C)=O)=O.CC(CC(C)=O)=O.[Co:59]>C1COCC1>[CH-:7]1[CH:12]=[CH:13][CH:14]=[CH:5]1.[CH-:24]1[CH:29]=[CH:30][CH:31]=[CH:22]1.[Co+2:59] |f:3.4,6.7.8.9,11.12.13|. Reported procedure: 1.1 g (6.2 mMoles) of anthracene, 300 ml of THF and 0.1 ml of methyliodide are added to 14.4 g (600 mMoles) of magnesium powder (particle size <0.15 mm) in an inert gas atmosphere. A yellow-green solution is formed with stirring at 20° C., orange-colored magnesium anthracene precipitating therefrom after about 2 hours. The reaction mixture is treated for about 3 hours in an ultrasonic bath (continuous peak HF output 240 watts, 35 kHz) and then heated with stirring to 60° C. After the addition of... Reported procedure: A process for the preparation of 4,5-diphenyloxazole-2-propanoic acid of formula I ##STR2## by esterification of benzoin with succinic anhydride to give benzoin hemisuccinate, and cyclization to (I) by direct addition of ammonium acetate or urea to the mixture containing the hemisuccinate, Product: C(CCC(=O)O)(=O)O.C1(=CC=CC=C1)C(=O)C(O)C1=CC=CC=C1.C1(=CC=CC=C1)C(=O)C(O)C1=CC=CC=C1 (benzoin hemisuccinate), ( I ). Reaction SMILES: C1(C2N=[C:9]([CH2:18][CH2:19][C:20]([OH:22])=[O:21])[O:10]C=2C2C=CC=CC=2)C=CC=CC=1.[C:23]1([C:29]([CH:31]([C:33]2[CH:38]=[CH:37][CH:36]=[CH:35][CH:34]=2)[OH:32])=[O:30])[CH:28]=[CH:27][CH:26]=[CH:25][CH:24]=1.C1(=O)OC(=O)CC1>>[C:20]([OH:22])(=[O:21])[CH2:19][CH2:18][C:9]([OH:30])=[O:10].[C:23]1([C:29]([CH:31]([C:33]2[CH:38]=[CH:37][CH:36]=[CH:35][CH:34]=2)[OH:32])=[O:30])[CH:24]=[CH:25][CH:26]=[CH:27][CH:28]=1.[C:23]1([C:29]([CH:31]([C:33]2[CH:38]=[CH:37][CH:36]=[CH:35][CH:34]=2)[OH:32])=[O:30])[CH:24]=[CH:25][CH:26]=[CH:27][CH:28]=1 |f:3.4.5|. Reactants: C1(=CC=CC=C1)C=1N=C(OC1C1=CC=CC=C1)CCC(=O)O (4,5-diphenyloxazole-2-propanoic acid), C1(=CC=CC=C1)C(=O)C(O)C1=CC=CC=C1 (benzoin), C1(CCC(=O)O1)=O (succinic anhydride). The reactants are NC1=CC=C(OC)C=C1, CC1=CC=C(S(=O)(Cl)=O)C=C1. Reagents/catalysts: O=C([O-])O.[Na+] (NaHCO3). Run in O (water), OCCOCCOCCOCCOCCO (PEG400), CC(C)=O (acetone). Conditions: temperature 25 celsius, pressure 100 psi, time 20 minute. Product: COc1ccc(NS(=O)(=O)c2ccc(C)cc2)cc1. Isolated yield 98.0%.